From a dataset of the Open Reaction Database (ORD), a public repository of structured organic reaction records. describe an organic reaction: reactants, conditions, products, and yield Starting materials: CC(C=O)(C)N1C=NC(=C1)NC(C(CCC)NC(CC1=CC(=CC(=C1)F)F)=O)=O (2-[2-(3,5-Difluoro-phenyl)-acetylamino]-pentanoic acid [1-(1,1-dimethyl-2-oxo-ethyl)-1H-imidazol-4-yl]-amide), CNC (dimethylamine). Yields the product CN(CC(C)(C)N1C=NC(=C1)NC(C(CCC)NC(CC1=CC(=CC(=C1)F)F)=O)=O)C (2-[2-(3,5-Difluoro-phenyl)-acetylamino]-pentanoic acid [1-(2-dimethylamino-1,1-dimethyl-ethyl)-1H-imidazol-4-yl]-amide). As a reaction SMILES: [CH3:1][C:2]([N:6]1[CH:10]=[C:9]([NH:11][C:12](=[O:29])[CH:13]([NH:17][C:18](=[O:28])[CH2:19][C:20]2[CH:25]=[C:24]([F:26])[CH:23]=[C:22]([F:27])[CH:21]=2)[CH2:14][CH2:15][CH3:16])[N:8]=[CH:7]1)([CH3:5])[CH:3]=O.[CH3:30][NH:31][CH3:32]>>[CH3:30][N:31]([CH3:32])[CH2:3][C:2]([N:6]1[CH:10]=[C:9]([NH:11][C:12](=[O:29])[CH:13]([NH:17][C:18](=[O:28])[CH2:19][C:20]2[CH:21]=[C:22]([F:27])[CH:23]=[C:24]([F:26])[CH:25]=2)[CH2:14][CH2:15][CH3:16])[N:8]=[CH:7]1)([CH3:1])[CH3:5]. Procedure: 2-[2-(3,5-Difluoro-phenyl)-acetylamino]-pentanoic acid [1-(1,1-dimethyl-2-oxo-ethyl)-1H-imidazol-4-yl]-amide was reacted with dimethylamine to afford the title compound: C13 NMR (100 MHz, CDCl3) 14.0, 18.9, 26.1, 26.2, 35.9, 43.2, 47.9, 53.1, 59.3, 69.9, 102.9, 105.4, 112.4, 112.6, 131.7, 137.5, 169.2; MS m/z 436.2 (M+1), Starting materials: N1=CC=CC=C1 (pyridine), ClC1=C(C=CC=C1)C1C(=C(NC(=C1C(=O)OC)C)COCCN1C(=NC(=C1C)C)C)C(=O)OCC (4-(2-chlorophenyl)-3-ethoxycarbonyl-5-methoxycarbonyl-6-methyl-2-[2-(2,4,5-trimethylimidazol-1-yl)ethoxymethyl)-1,4-dihydropyridine), pyridinium bromide perbromide. Solvent: C(Cl)(Cl)Cl (chloroform). Run at temperature 0 celsius, time 1 hour. Product: ClC1=C(C=CC=C1)C1C2=C(NC(=C1C(=O)OCC)COCCN1C(=NC(=C1C)C)C)COC2=O (4-(2-Chlorophenyl)-3ethoxycarbonyl-2-[2-(2,4,5-trimethylimidazol-1-yl)ethoxymethyl]-1,4,5,7-tetrahydro-5-oxofuro[3,4-b]pyridine). RXN SMILES: [Cl:1][C:2]1[CH:7]=[CH:6][CH:5]=[CH:4][C:3]=1[CH:8]1[C:13]([C:14]([O:16][CH3:17])=[O:15])=[C:12](C)[NH:11][C:10]([CH2:19][O:20][CH2:21][CH2:22][N:23]2[C:27]([CH3:28])=[C:26]([CH3:29])[N:25]=[C:24]2[CH3:30])=[C:9]1[C:31]([O:33][CH2:34][CH3:35])=[O:32].N1C=CC=CC=1.C1C=C[NH+]=CC=1.Br[Br-]Br>C(Cl)(Cl)Cl>[Cl:1][C:2]1[CH:7]=[CH:6][CH:5]=[CH:4][C:3]=1[CH:8]1[C:9]([C:31]([O:33][CH2:34][CH3:35])=[O:32])=[C:10]([CH2:19][O:20][CH2:21][CH2:22][N:23]2[C:27]([CH3:28])=[C:26]([CH3:29])[N:25]=[C:24]2[CH3:30])[NH:11][C:12]2[CH2:17][O:16][C:14](=[O:15])[C:13]1=2 |f:2.3|. Procedure: A solution of 4-(2-chlorophenyl)-3-ethoxycarbonyl-5-methoxycarbonyl-6-methyl-2-[2-(2,4,5-trimethylimidazol-1-yl)ethoxymethyl)-1,4-dihydropyridine (3.0 g) in chloroform (50 cm3) stirred at 0° C. under N2 was treated with pyridine (790 mg) followed by pyridinium bromide perbromide (2.1 g) in portions over five minutes and the mixture stirred at 0° C. for one hour and then heated at reflux temperature for three hours. The solution was cooled, washed with 2N hydrochloric acid (2×50 cm3) and brine (5... The reactants are C(C1=CC=CC=C1)N1NC(C(C1)(C)C)=O (1-Benzyl-4,4-dimethyl-3-pyrazolidinone), CN(C(=O)Cl)C (dimethylcarbamoyl chloride). Run in C(C)N(CC)CC (triethylamine), C(C)(=O)OCC (ethyl acetate), N1=CC=CC=C1 (pyridine). Conditions: time 16 hour. Yields the product C(C1=CC=CC=C1)N1N=C(C(C1)(C)C)OC(N(C)C)=O (1-benzyl-4,4-dimethyl-3-(N,N-dimethylcarbamoyloxy)-2-pyrazoline). Yield: 37.0%. Reaction SMILES: [CH2:1]([N:8]1[CH2:12][C:11]([CH3:14])([CH3:13])[C:10](=[O:15])[NH:9]1)[C:2]1[CH:7]=[CH:6][CH:5]=[CH:4][CH:3]=1.[CH3:16][N:17]([CH3:21])[C:18](Cl)=[O:19]>N1C=CC=CC=1.C(N(CC)CC)C.C(OCC)(=O)C>[CH2:1]([N:8]1[CH2:12][C:11]([CH3:13])([CH3:14])[C:10]([O:15][C:18](=[O:19])[N:17]([CH3:21])[CH3:16])=[N:9]1)[C:2]1[CH:3]=[CH:4][CH:5]=[CH:6][CH:7]=1. Reported procedure: 1-Benzyl-4,4-dimethyl-3-pyrazolidinone [1.2 g] and dimethylcarbamoyl chloride [0.56 mL] were combined in 4 mL pyridine and 1.5 mL triethylamine. The resulting mixture was stirred at room temperature for 16 h. The reaction mixture was diluted with ethyl acetate (50 mL), washed with saturated ammonium chloride solution (30 mL), dried over MgSO4, and evaporated. Chromatography on silica gel gave 0.6 g (37%) of pure 1-benzyl-4,4-dimethyl-3-(N,N-dimethylcarbamoyloxy)-2-pyrazoline as a light yellow oi... The product is C(C)NC1=CC=C(C=C1)CC(=O)OCC (N-ethyl-4-ethoxycarbonylmethylaniline). The reactants are Br.C(C)NC1=CC=C(C=C1)CC(=O)O (4-(N-ethyl)aminophenylacetic acid hydrobromide), C(C)O (ethanol), Cl (hydrogen chloride), Cl (hydrogen chloride). Procedure details: Ethyl iodide (35.1 g) was gradually added dropwise to a mixed liquid of ethyl 4-(N-benzenesulfonyl)aminophenylacetate (60 g), potassium carbonate (39 g), and acetone (500 ml) while stirring and refluxing it. Then, the mixture was refluxed for 2 hours with stirring. The mixture was cooled, and the precipitated crystals were removed by filtration. The filtrate was distilled for removal of the solvent. The residue was dissolved in benzene, and the solution was washed in water, followed by drying ov... As a reaction SMILES: Br.[CH2:2]([NH:4][C:5]1[CH:10]=[CH:9][C:8]([CH2:11][C:12]([OH:14])=[O:13])=[CH:7][CH:6]=1)[CH3:3].Cl.[CH2:16](O)[CH3:17]>>[CH2:2]([NH:4][C:5]1[CH:10]=[CH:9][C:8]([CH2:11][C:12]([O:14][CH2:16][CH3:17])=[O:13])=[CH:7][CH:6]=1)[CH3:3] |f:0.1|.